Task: describe an organic reaction: reactants, conditions, products, and yield. Dataset: the Open Reaction Database (ORD), a public repository of structured organic reaction records Reactants: BrC1=CC=C(C=C1)C(C)NCCC(C(C)C)=O (1-[1-(4-bromo-phenyl)-ethylamino]-4-methyl-pentan-3-one), C(=O)([O-])[O-].[K+].[K+] (K2CO3), ClC(=O)[O-] (chloroformate). Run in C(Cl)Cl (CH2Cl2). The product is COC(N(CCC(C(C)C)=O)C(C)C1=CC=C(C=C1)Br)=O ([1-(4-bromo-phenyl)-ethyl]-(4-methyl-3-oxo-pentyl)-carbamic acid methyl ester). Yield: 78.6%. As a reaction SMILES: [Br:1][C:2]1[CH:7]=[CH:6][C:5]([CH:8]([NH:10][CH2:11][CH2:12][C:13](=[O:17])[CH:14]([CH3:16])[CH3:15])[CH3:9])=[CH:4][CH:3]=1.[C:18]([O-:21])([O-])=[O:19].[K+].[K+].Cl[C:25]([O-])=O>C(Cl)Cl>[CH3:25][O:21][C:18](=[O:19])[N:10]([CH:8]([C:5]1[CH:4]=[CH:3][C:2]([Br:1])=[CH:7][CH:6]=1)[CH3:9])[CH2:11][CH2:12][C:13](=[O:17])[CH:14]([CH3:16])[CH3:15] |f:1.2.3|. Reported procedure: To a solution of 1-[1-(4-bromo-phenyl)-ethylamino]-4-methyl-pentan-3-one (3.42 g, 0.01 mol) and K2CO3 (6.9 g, 0.05 mol) in dried CH2Cl2 (50 mL) was added chloroformate (1.41 g, 0.015 mol). The mixture was refluxed overnight. The solvent was removed to give the crude product, which was purified by column to give [1-(4-bromo-phenyl)-ethyl]-(4-methyl-3-oxo-pentyl)-carbamic acid methyl ester (2.8 g, 79%). 1H NMR (CDCl3): 1.01 (m, 6H), 1.48 (m, 3H), 2.25-2.47 (m, 2H), 2.62 (m, 1H), 3.24 (m, 2H), 5.46...